This data is from the Open Reaction Database (ORD), a public repository of structured organic reaction records. The task is: describe an organic reaction: reactants, conditions, products, and yield Procedure: The title compound, white solid (114 mg, 99%), MS (ISP) m/z=461.5 [(M+H)+], mp 205.5° C., was prepared in accordance with the general method of example 2 from trans-{2-[4-(2,3-dihydrofuro[3,2-c]pyridin-4-yl)-piperazin-1-yl]-ethyl}-cyclohexanamine trihydrochloride (intermediate C) (110 mg, 0.25 mmol) and methyl 4,4-dimethoxy-butanoate. Product: O1CCC=2C(=NC=CC21)N2CCN(CC2)CC[C@@H]2CC[C@H](CC2)NC(CCC(OC)OC)=O (trans-N-(4-{2-[4-(2,3-Dihydro-furo[3,2-c]pyridin-4-yl)-piperazin-1-yl]-ethyl}-cyclohexyl)-4,4-dimethoxy-butyramide). As a reaction SMILES: Cl.Cl.Cl.[O:4]1[C:12]2[CH:11]=[CH:10][N:9]=[C:8]([N:13]3[CH2:18][CH2:17][N:16]([CH2:19][CH2:20][C@H:21]4[CH2:26][CH2:25][C@H:24]([NH2:27])[CH2:23][CH2:22]4)[CH2:15][CH2:14]3)[C:7]=2[CH2:6][CH2:5]1.[CH3:28][O:29][CH:30]([O:37][CH3:38])[CH2:31][CH2:32][C:33](OC)=[O:34]>>[O:4]1[C:12]2[CH:11]=[CH:10][N:9]=[C:8]([N:13]3[CH2:18][CH2:17][N:16]([CH2:19][CH2:20][C@H:21]4[CH2:26][CH2:25][C@H:24]([NH:27][C:33](=[O:34])[CH2:32][CH2:31][CH:30]([O:37][CH3:38])[O:29][CH3:28])[CH2:23][CH2:22]4)[CH2:15][CH2:14]3)[C:7]=2[CH2:6][CH2:5]1 |f:0.1.2.3|. Reactants: solid, Cl.Cl.Cl.O1CCC=2C(=NC=CC21)N2CCN(CC2)CC[C@@H]2CC[C@H](CC2)N (trans-4-{2-[4-(2,3-dihydrofuro[3,2-c]pyridin-4-yl)-piperazin-1-yl]-ethyl}-cyclohexanamine trihydrochloride), Cl.Cl.Cl.O1CCC=2C(=NC=CC21)N2CCN(CC2)CC[C@@H]2CC[C@H](CC2)N (trans-4-{2-[4-(2,3-dihydrofuro[3,2-c]pyridin-4-yl)-piperazin-1-yl]-ethyl}-cyclohexanamine trihydrochloride), COC(CCC(=O)OC)OC (methyl 4,4-dimethoxy-butanoate).